This data is from the Open Reaction Database (ORD), a public repository of structured organic reaction records. The task is: describe an organic reaction: reactants, conditions, products, and yield Reactants: CCCCCCCCS(=O)c1ccc(CC(COC(C)=O)(COC(C)=O)NC(C)=O)cc1, ClC(Cl)Cl, [Ca+2], O=C(OO)c1cccc(Cl)c1, [OH-], [OH-]. Yields the product CCCCCCCCS(=O)(=O)c1ccc(CC(COC(C)=O)(COC(C)=O)NC(C)=O)cc1. RXN SMILES: [C:1]([CH3:2])(=[O:3])[NH:4][C:5]([CH2:6][O:7][C:8]([CH3:9])=[O:10])([CH2:11][O:12][C:13]([CH3:14])=[O:15])[CH2:16][c:17]1[cH:18][cH:19][c:20]([S:23](=[O:24])[CH2:25][CH2:26][CH2:27][CH2:28][CH2:29][CH2:30][CH2:31][CH3:32])[cH:21][cH:22]1.[CH:47]([Cl:48])([Cl:49])[Cl:50].[Ca+2:45].[Cl:33][c:34]1[cH:35][cH:36][cH:37][c:38]([C:39]([O:40][OH:42])=[O:41])[cH:43]1.[OH-:44].[OH-:46]>>[C:1]([CH3:2])(=[O:3])[NH:4][C:5]([CH2:6][O:7][C:8]([CH3:9])=[O:10])([CH2:11][O:12][C:13]([CH3:14])=[O:15])[CH2:16][c:17]1[cH:18][cH:19][c:20]([S:23](=[O:24])([CH2:25][CH2:26][CH2:27][CH2:28][CH2:29][CH2:30][CH2:31][CH3:32])=[O:41])[cH:21][cH:22]1. Reactants: CC(C(=O)N(CC(C)C)CC1=CC2=C(OCCCO2)C(=C1)Cl)CNCC1=C(C=CC=C1)[N+](=O)[O-] ((±)-2-Methyl-3-((2-nitro)benzylamino)-N-(9-chloro-3,4-dihydro-2H-1,5-benzodioxepin-7-ylmethyl)-N-isobutylpropanamide), [Cl-].[NH4+] (ammonium chloride). The reagents and catalysts are [Zn] (zinc). Run in C(C)O.O (EtOH—H2O). Reaction conditions: time 8 hour. The product is CC(C(=O)N(CC(C)C)CC1=CC2=C(OCCCO2)C(=C1)Cl)CNCC1=C(C=CC=C1)N ((±)-2-Methyl-3-((2-amino)benzylamino)-N-(9-chloro-3,4-dihydro-2H-1,5-benzodioxepin-7-ylmethyl)-N-isobutylpropanamide). Reaction SMILES: [CH3:1][CH:2]([CH2:23][NH:24][CH2:25][C:26]1[CH:31]=[CH:30][CH:29]=[CH:28][C:27]=1[N+:32]([O-])=O)[C:3]([N:5]([CH2:10][C:11]1[CH:21]=[C:20]([Cl:22])[C:14]2[O:15][CH2:16][CH2:17][CH2:18][O:19][C:13]=2[CH:12]=1)[CH2:6][CH:7]([CH3:9])[CH3:8])=[O:4].[Cl-].[NH4+]>C(O)C.O.[Zn]>[CH3:1][CH:2]([CH2:23][NH:24][CH2:25][C:26]1[CH:31]=[CH:30][CH:29]=[CH:28][C:27]=1[NH2:32])[C:3]([N:5]([CH2:10][C:11]1[CH:21]=[C:20]([Cl:22])[C:14]2[O:15][CH2:16][CH2:17][CH2:18][O:19][C:13]=2[CH:12]=1)[CH2:6][CH:7]([CH3:8])[CH3:9])=[O:4] |f:1.2,3.4|. Reported procedure: A mixture of (±)-2-Methyl-3-((2-nitro)benzylamino)-N-(9-chloro-3,4-dihydro-2H-1,5-benzodioxepin-7-ylmethyl)-N-isobutylpropanamide (80 mg), ammonium chloride (53 mg), and zinc powder (106 mg) in 6 ml of EtOH—H2O (9-10) was stirred overnight, and then filtered through a layer of zeolite. The filtercake was rinsed with methanol (5 ml×3), and the combined filtrate was concentrated under reduced pressure. The residue was then partitioned between of dichloromethane and saturated aq. sodium bicarbonate... Reactants: COC1=CC=C(C=C1)NC=1C=C(C=CC1)N(CC(C(F)(F)F)O)CC1=CC(=CC=C1)OC(C(F)F)(F)F (3-[[3-[(4methoxyphenyl)amino]phenyl]-[[3-(1,1,2,2-tetrafluoro-ethoxy)phenyl]methyl]amino]-1,1,1-trifluoro-2-propanol), CI (methyl iodide), C([O-])([O-])=O.[Cs+].[Cs+] (cesium carbonate), COC1=CC=C(C=C1)CNC=1C=C(C=CC1)CC(C(F)(F)F)(O)NCC1=CC(=CC=C1)OC(C(F)F)(F)F ([3-[(4methoxyphenyl)methylamino]-phenyl][[3-(1,1,2,2-tetrafluoroethoxy)phenyl]methylamino]-1,1,1-trifluoro-2-propanol). Solvent: O1CCCC1 (tetrahydrofuran). Conditions: temperature 23 celsius, time 2 hour. The product is COC1=CC=C(C=C1)CNC=1C=C(C=CC1)N(CC(C(F)(F)F)O)CC1=CC(=CC=C1)OC(C(F)F)(F)F (3-[[3-[(4-methoxyphenyl)methylamino]phenyl][[3-(1,1,2,2-tetrafluoroethoxy)phenyl]methyl]amino]-1,1,1-trifluoro-2-propanol). Reaction SMILES: COC1C=CC([NH:9][C:10]2[CH:11]=[C:12]([N:16]([CH2:24][C:25]3[CH:30]=[CH:29][CH:28]=[C:27]([O:31][C:32]([F:37])([F:36])[CH:33]([F:35])[F:34])[CH:26]=3)[CH2:17][CH:18]([OH:23])[C:19]([F:22])([F:21])[F:20])[CH:13]=[CH:14][CH:15]=2)=CC=1.CI.C(=O)([O-])[O-].[Cs+].[Cs+].[CH3:46][O:47][C:48]1[CH:53]=[CH:52][C:51]([CH2:54]NC2C=C(CC(NCC3C=CC=C(OC(F)(F)C(F)F)C=3)(O)C(F)(F)F)C=CC=2)=[CH:50][CH:49]=1>O1CCCC1>[CH3:46][O:47][C:48]1[CH:53]=[CH:52][C:51]([CH2:54][NH:9][C:10]2[CH:11]=[C:12]([N:16]([CH2:24][C:25]3[CH:30]=[CH:29][CH:28]=[C:27]([O:31][C:32]([F:37])([F:36])[CH:33]([F:34])[F:35])[CH:26]=3)[CH2:17][CH:18]([OH:23])[C:19]([F:22])([F:20])[F:21])[CH:13]=[CH:14][CH:15]=2)=[CH:50][CH:49]=1 |f:2.3.4|. Procedure details: To a solution of 3-[[3-[(4methoxyphenyl)amino]phenyl]-[[3-(1,1,2,2-tetrafluoro-ethoxy)phenyl]methyl]amino]-1,1,1-trifluoro-2-propanol (44.3 mg, 0.083 mmol) in tetrahydrofuran (1.0 mL), methyl iodide (6.21 μL, 0.099 mmol) and cesium carbonate (36.6 mg, 0.112 mmol) were added. The dark solution was stirred at 23° C. for 2 h, then heated to 55° C. for 12 h. The reaction mixture was filtered through celite, and the residue was purified by silica gel chromatography eluting with 20% ethyl acetate in h...